From a dataset of the Open Reaction Database (ORD), a public repository of structured organic reaction records. describe an organic reaction: reactants, conditions, products, and yield Reactants: C(C(=O)Cl)(=O)Cl (oxalyl chloride), FC1=CC=C(C=C1)[C@H]1C(=CNC(C1)=O)C(=O)O ((S)-4-(4-fluoro-phenyl)-6-oxo-1,4,5,6-tetrahydro-pyridine-3-carboxylic acid), CN(C)C=O (DMF). Run in C(Cl)Cl (CH2Cl2). Run at time 2 hour. Product: FC1=CC=C(C=C1)[C@H]1C(=CNC(C1)=O)C(=O)Cl ((S)-4-(4-fluoro-phenyl)-6-oxo-1,4,5,6-tetrahydro-pyridine-3-carboxylic acid chloride). Reaction SMILES: [F:1][C:2]1[CH:7]=[CH:6][C:5]([C@@H:8]2[CH2:13][C:12](=[O:14])[NH:11][CH:10]=[C:9]2[C:15]([OH:17])=O)=[CH:4][CH:3]=1.C(Cl)(=O)C([Cl:21])=O.CN(C=O)C>C(Cl)Cl>[F:1][C:2]1[CH:7]=[CH:6][C:5]([C@@H:8]2[CH2:13][C:12](=[O:14])[NH:11][CH:10]=[C:9]2[C:15]([Cl:21])=[O:17])=[CH:4][CH:3]=1. Reported procedure: To a cooled (ice-bath) suspension of 150 mg (0.63 mmol) of (S)-4-(4-fluoro-phenyl)-6-oxo-1,4,5,6-tetrahydro-pyridine-3-carboxylic acid in 15 mL of CH2Cl2 were added 0.081 mL (0.956 mmol) of oxalyl chloride, followed by a drop of DMF. The mixture was allowed to reach room temperature with stirring over two hours. Solvents were evaporated in in vacuo, and methylene chloride was added and solvent was removed in vacuo. Methynele chloride (10 mL) was again added and removed in vacuo, and the residue ... The product is CC(C)(C)OC(=O)N1CCN(CC1)C2=CC(=C(C=C2)C(=O)OC)O. Reaction conditions: temperature 90 celsius. Run in COCCOC. Isolated yield 0.0%. Starting materials: CC(C)(C)OC(=O)N1CCNCC1, COC(=O)C1=C(C=C(C=C1)I)O. Procedure: tert-butyl piperazine-1-carboxylate (0.670 g, 3.60 mmol) and methyl 2-hydroxy-4-iodobenzoate (1 g, 3.60 mmol), BINAP (0.224 g, 0.36 mmol), cesium carbonate (2.461 g, 7.55 mmol) were put inDME (18 mL), tris(dibenzylideneacetone)dipalladium(0) (0.165 g, 0.18 mmol) was added last. Reaction wsa purged by nitrogen, and heated at90 °C overnight. No desired product was found. The reagents and catalysts are C(=O)([O-])[O-].[Cs+].[Cs+], C1=CC=C(C=C1)P(C2=CC=CC=C2)C3=C(C4=CC=CC=C4C=C3)C5=C(C=CC6=CC=CC=C65)P(C7=CC=CC=C7)C8=CC=CC=C8, C1=CC=C(C=C1)/C=C/C(=O)/C=C/C2=CC=CC=C2.C1=CC=C(C=C1)/C=C/C(=O)/C=C/C2=CC=CC=C2.C1=CC=C(C=C1)/C=C/C(=O)/C=C/C2=CC=CC=C2.[Pd].[Pd]. Reactants: C(C)(C)OC(C)C (diisopropyl ether), COC=1C=C(C=CC1C(=O)O)C (3-methoxy-p-toluic acid), [BH4-].[Na+] (sodium borohydride), [B] (boron). The solvent is O (Water), O1CCCC1 (tetrahydrofuran), O1CCCC1 (tetrahydrofuran). Conditions: time 10 minute. Product: COC=1C=C(CO)C=CC1C (3-methoxy-4-methylbenzylalcohol). As a reaction SMILES: [CH3:1][O:2][C:3]1[CH:4]=[C:5]([CH3:12])[CH:6]=[CH:7][C:8]=1[C:9](O)=O.[BH4-].[Na+].[B].C([O:19]C(C)C)(C)C>O1CCCC1.O>[CH3:1][O:2][C:3]1[CH:4]=[C:5]([CH:6]=[CH:7][C:8]=1[CH3:9])[CH2:12][OH:19] |f:1.2|. Procedure: A solution of 3-methoxy-p-toluic acid (45.32 g) in tetrahydrofuran (280 ml) was added to a suspension of sodium borohydride (9.29 g) in tetrahydrofuran (45 ml) with ice bath cooling under nitrogen atmosphere. After 10 minutes stirring, boron trifuluoride diethyl etherate (41.5 ml) was added to the mixture at 3 to 15° C. and the whole was stirred at room temperature overnight. Water (210 ml) and diisopropyl ether (60 ml) were added to the mixture. The organic layer was separated and the aqueous l... Reactants: FC(C1=C(CN2CCC(CC2)\C=C/2\C(=NC(S2)=O)N2CC(CC2)O)C=CC(=C1)C(F)(F)F)(F)F ((5Z)-5-({1-[2,4-bis(trifluoromethyl)benzyl]piperidin-4-yl}methylidene)-4-(3-hydroxypyrrolidin-1-yl)-1,3-thiazol-2(5H)-one), C(\C=C\C(=O)O)(=O)O (fumaric acid). Run in C(C)O (ethanol). Reaction conditions: temperature 80 celsius, time 1 hour. Product: C(\C=C\C(=O)O)(=O)O.FC(C1=C(CN2CCC(CC2)\C=C/2\C(=NC(S2)=O)N2CC(CC2)O)C=CC(=C1)C(F)(F)F)(F)F ((5Z)-5-({1-[2,4-bis(trifluoromethyl)benzyl]piperidin-4-yl}methylidene)-4-(3-hydroxypyrrolidin-1-yl)-1,3-thiazol-2(5H)-one fumarate). Isolated yield 42.3%. Reaction SMILES: [F:1][C:2]([F:34])([F:33])[C:3]1[CH:28]=[C:27]([C:29]([F:32])([F:31])[F:30])[CH:26]=[CH:25][C:4]=1[CH2:5][N:6]1[CH2:11][CH2:10][CH:9](/[CH:12]=[C:13]2/[C:14]([N:19]3[CH2:23][CH2:22][CH:21]([OH:24])[CH2:20]3)=[N:15][C:16](=[O:18])[S:17]/2)[CH2:8][CH2:7]1.[C:35]([OH:42])(=[O:41])/[CH:36]=[CH:37]/[C:38]([OH:40])=[O:39]>C(O)C>[C:35]([OH:42])(=[O:41])/[CH:36]=[CH:37]/[C:38]([OH:40])=[O:39].[F:33][C:2]([F:1])([F:34])[C:3]1[CH:28]=[C:27]([C:29]([F:30])([F:31])[F:32])[CH:26]=[CH:25][C:4]=1[CH2:5][N:6]1[CH2:7][CH2:8][CH:9](/[CH:12]=[C:13]2/[C:14]([N:19]3[CH2:23][CH2:22][CH:21]([OH:24])[CH2:20]3)=[N:15][C:16](=[O:18])[S:17]/2)[CH2:10][CH2:11]1 |f:3.4|. Procedure: To a solution of (5Z)-5-({1-[2,4-bis(trifluoromethyl)benzyl]piperidin-4-yl}methylidene)-4-(3-hydroxypyrrolidin-1-yl)-1,3-thiazol-2(5H)-one (67.3 mg) in ethanol (2 mL) was added fumaric acid (15.4 mg). The reaction mixture was stirred at 80° C. for 1 hr, the solvent was evaporated under reduced pressure, and the residue was recrystallized from ethanol/ethyl acetate to give the title compound (35 mg). The reactants are C(C=C)C(C(=O)OCC)(C(=O)OCC)CC1=CC=CC=C1 (diethyl allyl(benzyl)malonate), Cl (hydrochloric acid), C(C)(C)[Mg]Cl (isopropylmagnesium chloride). Reagents/catalysts: C(C)(C)O[Ti](OC(C)C)(OC(C)C)OC(C)C (tetraisopropoxytitanium). The solvent is CCOCC (ether), CCOCC (ether). Run at temperature -40 celsius, time 1 hour. Product: C(C1=CC=CC=C1)C(C(=O)OCC)C(=O)OCC (diethyl benzylmalonate). Reaction SMILES: C([C:4]([CH2:15][C:16]1[CH:21]=[CH:20][CH:19]=[CH:18][CH:17]=1)([C:10]([O:12][CH2:13][CH3:14])=[O:11])[C:5]([O:7][CH2:8][CH3:9])=[O:6])C=C.C([Mg]Cl)(C)C.Cl>C(O[Ti](OC(C)C)(OC(C)C)OC(C)C)(C)C.CCOCC>[CH2:15]([CH:4]([C:5]([O:7][CH2:8][CH3:9])=[O:6])[C:10]([O:12][CH2:13][CH3:14])=[O:11])[C:16]1[CH:21]=[CH:20][CH:19]=[CH:18][CH:17]=1. Procedure details: To an ether solution (7.5 ml) containing tetraisopropoxytitanium (0.284 g, 1.0 mmol) and diethyl allyl(benzyl)malonate (0.145 g, 0.5 mmol) was added dropwise at −50° C. 1.53 ml of 1.31M ether solution containing isopropylmagnesium chloride (2 mmol). Upon stirring at −40° C. for 1 hour, the reaction liquid turned from yellow into brown. With 1N hydrochloric acid added, the reaction liquid was stirred at room temperature for 15 minutes. After treatment and purification as in Referential Example 1,...